Dataset: the Open Reaction Database (ORD), a public repository of structured organic reaction records. Task: describe an organic reaction: reactants, conditions, products, and yield Starting materials: ClC1=C(C=CC(=C1)Cl)C(C(=O)O)CCCCC (2-(2,4-dichlorophenyl) heptanoic acid), CCOCC (ether), [Cl-].[NH4+] (ammonium chloride), [H-].[Al+3].[Li+].[H-].[H-].[H-] (lithium aluminum hydride), CCOCC (ether), S(O)(O)(=O)=O (sulfuric acid), [H-].[Al+3].[Li+].[H-].[H-].[H-] (lithium aluminum hydride). Conditions: time 3 hour. The product is ClC1=C(C=CC(=C1)Cl)C(CCO)CCCC (3-(2,4-dichlorphenyl)-heptan-1-ol). Reaction SMILES: [H-].[Al+3].[Li+].[H-].[H-].[H-].[Cl:7][C:8]1[CH:13]=[C:12]([Cl:14])[CH:11]=[CH:10][C:9]=1[CH:15]([CH2:19][CH2:20][CH2:21][CH2:22]C)[C:16](O)=O.[Cl-].[NH4+].S(=O)(=O)(O)O.C[CH2:32][O:33]CC>>[Cl:7][C:8]1[CH:13]=[C:12]([Cl:14])[CH:11]=[CH:10][C:9]=1[CH:15]([CH2:19][CH2:20][CH2:21][CH3:22])[CH2:16][CH2:32][OH:33] |f:0.1.2.3.4.5,7.8|. Procedure: To a suspension of 2.07 g (0.0545 mole) of lithium aluminum hydride in 100 ml of ether is added dropwise a solution of 15 g (0.054 mole) of 2-(2,4-dichlorophenyl) heptanoic acid in 50 ml of ether. The resulting mixture is stirred at room temperature for 3 hours. The excess lithium aluminum hydride is decomposed carefully with 100 ml of saturated ammonium chloride solution followed by 100 ml of dilute sulfuric acid solution. The ether layer is separated from the aqueous layer and the aqueous laye... Starting materials: Cl.C(C1=CC=CC=C1)(C1=CC=CC=C1)[C@@H]1CNCC[C@@H]1OCC1=CC(=CC(=C1)C(F)(F)F)C(F)(F)F (cis-3-Benzhydryl-4-[[3,5-bis(trifluoromethyl)benzyl]oxy]piperidine hydrochloride), COCC(=O)O (methoxyacetic acid). Product: C(C1=CC=CC=C1)(C1=CC=CC=C1)[C@@H]1CN(CC[C@@H]1OCC1=CC(=CC(=C1)C(F)(F)F)C(F)(F)F)C(COC)=O (cis-3-Benzhydryl-4-[[3,5-bis(trifluoromethyl)benzyl]oxy]-1-(methoxyacetyl)piperidine). As a reaction SMILES: Cl.[CH:2]([C@H:15]1[C@@H:20]([O:21][CH2:22][C:23]2[CH:28]=[C:27]([C:29]([F:32])([F:31])[F:30])[CH:26]=[C:25]([C:33]([F:36])([F:35])[F:34])[CH:24]=2)[CH2:19][CH2:18][NH:17][CH2:16]1)([C:9]1[CH:14]=[CH:13][CH:12]=[CH:11][CH:10]=1)[C:3]1[CH:8]=[CH:7][CH:6]=[CH:5][CH:4]=1.[CH3:37][O:38][CH2:39][C:40](O)=[O:41]>>[CH:2]([C@H:15]1[C@@H:20]([O:21][CH2:22][C:23]2[CH:28]=[C:27]([C:29]([F:30])([F:31])[F:32])[CH:26]=[C:25]([C:33]([F:36])([F:34])[F:35])[CH:24]=2)[CH2:19][CH2:18][N:17]([C:40](=[O:41])[CH2:39][O:38][CH3:37])[CH2:16]1)([C:9]1[CH:14]=[CH:13][CH:12]=[CH:11][CH:10]=1)[C:3]1[CH:4]=[CH:5][CH:6]=[CH:7][CH:8]=1 |f:0.1|. Procedure: The compound (31.8 mg) obtained in Example 25 and methoxyacetic acid (9.2 μl) were reacted and treated in the same manner as in the method described in Example 33 to obtain the title compound. Reactants: O=C1NC2=CC=C(C=C2C1=O)C1(CCC1)C(=O)O (1-(2,3-dioxoindolin-5-yl)cyclobutanecarboxylic acid), O.C1(=CC=C(C=C1)S(=O)(=O)O)C (toluene-4-sulfonic acid monohydrate). The solvent is C(C)O (ethanol). Run at temperature 80 celsius. Product: O=C1NC2=CC=C(C=C2C1=O)C1(CCC1)C(=O)OCC (ethyl 1-(2,3-dioxoindolin-5-yl)cyclobutanecarboxylate). Yield: 334.1%. Reaction SMILES: [O:1]=[C:2]1[C:10](=[O:11])[C:9]2[C:4](=[CH:5][CH:6]=[C:7]([C:12]3([C:16]([OH:18])=[O:17])[CH2:15][CH2:14][CH2:13]3)[CH:8]=2)[NH:3]1.O.[C:20]1(C)C=CC(S(O)(=O)=O)=C[CH:21]=1>C(O)C>[O:1]=[C:2]1[C:10](=[O:11])[C:9]2[C:4](=[CH:5][CH:6]=[C:7]([C:12]3([C:16]([O:18][CH2:20][CH3:21])=[O:17])[CH2:13][CH2:14][CH2:15]3)[CH:8]=2)[NH:3]1 |f:1.2|. Procedure: 7.2 g of 1-(2,3-dioxoindolin-5-yl)cyclobutanecarboxylic acid are dissolved in 100 ml of ethanol, and 500 mg of toluene-4-sulfonic acid monohydrate are added. The mixture is heated at 80° C. for 1 h and subsequently evaporated in vacuo. The residue is taken up in 100 ml of water and 100 ml of ethyl acetate, and the aqueous phase is separated off. The aqueous phase is washed a further twice with 100 ml of ethyl acetate each time. The combined organic phases are dried over sodium sulfate, filtered ... As a reaction SMILES: [C:1]([C:3]1([C:16]2[CH:21]=[CH:20][C:19]([O:22][CH2:23][CH2:24][CH2:25][N:26]3[CH2:30][CH2:29][CH2:28][CH2:27]3)=[CH:18][CH:17]=2)[CH2:8][CH2:7][N:6](C(OC(C)(C)C)=O)[CH2:5][CH2:4]1)#[N:2].FC(F)(F)C(O)=O>ClCCl>[N:26]1([CH2:25][CH2:24][CH2:23][O:22][C:19]2[CH:20]=[CH:21][C:16]([C:3]3([C:1]#[N:2])[CH2:4][CH2:5][NH:6][CH2:7][CH2:8]3)=[CH:17][CH:18]=2)[CH2:30][CH2:29][CH2:28][CH2:27]1. The reactants are C(#N)C1(CCN(CC1)C(=O)OC(C)(C)C)C1=CC=C(C=C1)OCCCN1CCCC1 (tert-Butyl 4-cyano-4-[4-(3-pyrrolidin-1-ylpropoxy)phenyl]piperidine-1-carboxylate), FC(C(=O)O)(F)F (trifluoroacetic acid), FC(C(=O)O)(F)F (trifluoroacetic acid). Reported procedure: tert-Butyl 4-cyano-4-[4-(3-pyrrolidin-1-ylpropoxy)phenyl]piperidine-1-carboxylate (500 mg, 1.24 mmol) was stirred for 1 hour in trifluoroacetic acid (1.91 ml, 24.8 mmol) and dichloromethane (30 ml). More trifluoroacetic acid (3 ml) was added and the reaction stirred at room temperature for another hour. The reaction mixture was quenched with saturated aqueous sodium carbonate solution (15 ml) and the layers separated. The organic layer was dried over sodium sulphate and concentrated in vacuo. Th... Isolated yield 115.8%. Product: N1(CCCC1)CCCOC1=CC=C(C=C1)C1(CCNCC1)C#N (4-[4-(3-pyrrolidin-1-ylpropoxy)phenyl]piperidine-4-carbonitrile). Solvent: ClCCl (dichloromethane). Starting materials: [BH3-]C#N, CCO, CC(=O)O, [Na+], N#CC(C=O)c1cccc(Oc2ccccc2)c1. The product is N#CC(CO)c1cccc(Oc2ccccc2)c1. As a reaction SMILES: [C:19]([BH3-:20])#[N:21].[CH3:23][CH2:24][OH:25].[CH3:26][C:27](=[O:28])[OH:29].[Na+:22].[O:1]=[CH:2][CH:3]([C:4]#[N:5])[c:6]1[cH:7][c:8]([O:12][c:13]2[cH:14][cH:15][cH:16][cH:17][cH:18]2)[cH:9][cH:10][cH:11]1>>[OH:1][CH2:2][CH:3]([C:4]#[N:5])[c:6]1[cH:7][c:8]([O:12][c:13]2[cH:14][cH:15][cH:16][cH:17][cH:18]2)[cH:9][cH:10][cH:11]1. Starting materials: ClC=1C2=C(N=CN1)C=C(N2)C=2OC=CC2 (4-chloro-6-(2-furyl)-5H-pyrrolo[3,2-d]pyrimidine), CC=1C=C(N)C=CC1OC=1C=NC(=CC1)C (3-methyl-4-[(6-methylpyridin-3-yl)oxy]aniline), CN1C(CCC1)=O (1-methyl-2-pyrrolidinone), C(O)([O-])=O.[Na+] (sodium hydrogen carbonate). Run in O (water). Reaction conditions: temperature 140 celsius, time 2 hour. The product is O1C(=CC=C1)C1=CC=2N=CN=C(C2N1)NC1=CC(=C(C=C1)OC=1C=NC(=CC1)C)C (6-(2-furyl)-N-{3-methyl-4-[(6-methylpyridin-3-yl)oxy]phenyl}-5H-pyrrolo[3,2-d]pyrimidin-4-amine). Isolated yield 57.3%. Reaction SMILES: Cl[C:2]1[C:3]2[NH:10][C:9]([C:11]3[O:12][CH:13]=[CH:14][CH:15]=3)=[CH:8][C:4]=2[N:5]=[CH:6][N:7]=1.[CH3:16][C:17]1[CH:18]=[C:19]([CH:21]=[CH:22][C:23]=1[O:24][C:25]1[CH:26]=[N:27][C:28]([CH3:31])=[CH:29][CH:30]=1)[NH2:20].CN1CCCC1=O.C(=O)([O-])O.[Na+]>O>[O:12]1[CH:13]=[CH:14][CH:15]=[C:11]1[C:9]1[NH:10][C:3]2[C:2]([NH:20][C:19]3[CH:21]=[CH:22][C:23]([O:24][C:25]4[CH:26]=[N:27][C:28]([CH3:31])=[CH:29][CH:30]=4)=[C:17]([CH3:16])[CH:18]=3)=[N:7][CH:6]=[N:5][C:4]=2[CH:8]=1 |f:3.4|. Procedure details: A mixture of 4-chloro-6-(2-furyl)-5H-pyrrolo[3,2-d]pyrimidine (110 mg), 3-methyl-4-[(6-methylpyridin-3-yl)oxy]aniline (161 mg) and 1-methyl-2-pyrrolidinone (2.5 mL) was stirred at 140° C. for 2 hrs, poured into water (10 mL) and adjusted to pH 8 with saturated aqueous sodium hydrogen carbonate. The mixture was extracted with ethyl acetate (25 mL×2) and the organic layers were combined and dried over anhydrous magnesium sulfate. After concentration under reduced pressure, the residue was subjecte...